From a dataset of the Open Reaction Database (ORD), a public repository of structured organic reaction records. describe an organic reaction: reactants, conditions, products, and yield As a reaction SMILES: [C:22](=[O:23])([O-:24])[O-:25].[CH3:17][NH:18][CH2:19][CH2:20][OH:21].[CH3:28][C:29]#[N:30].[Cl:1][c:2]1[cH:3][cH:4][c:5]([CH:6]([c:7]2[cH:8][cH:9][c:10]([Cl:13])[cH:11][cH:12]2)[Cl:14])[cH:15][cH:16]1.[K+:26].[K+:27]>>[Cl:1][c:2]1[cH:3][cH:4][c:5]([CH:6]([c:7]2[cH:8][cH:9][c:10]([Cl:13])[cH:11][cH:12]2)[N:18]([CH3:17])[CH2:19][CH2:20][OH:21])[cH:15][cH:16]1. Yields the product CN(CCO)C(c1ccc(Cl)cc1)c1ccc(Cl)cc1. The reactants are O=C([O-])[O-], CNCCO, CC#N, Clc1ccc(C(Cl)c2ccc(Cl)cc2)cc1, [K+], [K+]. Reactants: C(C1=CC=CC=C1)ONC(CN(S(=O)(=O)C1=CC=C(C=C1)C)CCCCCCCC)=O (N-Benzyloxy-2-[octyl-(toluene-4-sulfonyl)amino]-acetamide). The reagents and catalysts are [Pd] (palladium on charcoal). Run in C(C)O (ethanol). Product: ONC(CN(S(=O)(=O)C1=CC=C(C=C1)C)CCCCCCCC)=O (N-Hydroxy-2-[octyl-(toluene-4-sulfonyl)amino]-acetamide). RXN SMILES: C([O:8][NH:9][C:10](=[O:31])[CH2:11][N:12]([CH2:23][CH2:24][CH2:25][CH2:26][CH2:27][CH2:28][CH2:29][CH3:30])[S:13]([C:16]1[CH:21]=[CH:20][C:19]([CH3:22])=[CH:18][CH:17]=1)(=[O:15])=[O:14])C1C=CC=CC=1>C(O)C.[Pd]>[OH:8][NH:9][C:10](=[O:31])[CH2:11][N:12]([CH2:23][CH2:24][CH2:25][CH2:26][CH2:27][CH2:28][CH2:29][CH3:30])[S:13]([C:16]1[CH:21]=[CH:20][C:19]([CH3:22])=[CH:18][CH:17]=1)(=[O:15])=[O:14]. Reported procedure: N-Benzyloxy-2-[octyl-(toluene-4-sulfonyl)amino]-acetamide (1.91 g, 0.0043 mol) was taken up in ethanol (150 ml), and 10% palladium on charcoal (800 mg) was added. Hydrogen gas was bubbled through the mixture for 2 hours at room temperature. The catalyst was removed by filtration and the solvent was removed under reduced pressure to give a crude solid which was purified by recrystallization from ethyl acetate/hexane (940 mg, 61%). m.p. 89° C.; 1H-NMR; δ (CDCl3), 7.69 (2H, d, J=8.2 Hz), 7.32 (2H, ... The reactants are [Al+3], CCOC(C)=O, CCOC(=O)c1ccc(OCc2nc(-c3ccco3)oc2C)c(Cl)c1, [H-], [H-], [H-], [H-], [Li+], [Na+], [Na+], C1CCOC1, O, O, O, O, O, O, O, O, O, O, O=S(=O)([O-])[O-]. RXN SMILES: [Al+3:27].[CH3:54][CH2:55][O:56][C:57](=[O:58])[CH3:59].[Cl:1][c:2]1[cH:3][c:4]([C:5](=[O:6])[O:7][CH2:8][CH3:9])[cH:10][cH:11][c:12]1[O:13][CH2:14][c:15]1[n:16][c:17](-[c:21]2[o:22][cH:23][cH:24][cH:25]2)[o:18][c:19]1[CH3:20].[H-:26].[H-:29].[H-:30].[H-:31].[Li+:28].[Na+:47].[Na+:48].[O:49]1[CH2:50][CH2:51][CH2:52][CH2:53]1.[OH2:32].[OH2:33].[OH2:34].[OH2:35].[OH2:36].[OH2:37].[OH2:38].[OH2:39].[OH2:40].[OH2:41].[S:42]([O-:43])([O-:44])(=[O:45])=[O:46]>>[Cl:1][c:2]1[cH:3][c:4]([CH2:5][OH:6])[cH:10][cH:11][c:12]1[O:13][CH2:14][c:15]1[n:16][c:17](-[c:21]2[o:22][cH:23][cH:24][cH:25]2)[o:18][c:19]1[CH3:20]. The product is Cc1oc(-c2ccco2)nc1COc1ccc(CO)cc1Cl. Reactants: O=CC(Cl)(Cl)Cl (chloral), CN1C=CC=C1 (N-methylpyrrole), O (water). The solvent is C1=CC=CC=C1 (benzene), C1=CC=CC=C1 (benzene). Reaction conditions: time 1 hour. Yields the product CN1C(=CC=C1)C(C(Cl)(Cl)Cl)O (1-methyl-2-(2',2',2'-trichloro-1'-hydroxyethyl)pyrrole). Yield: 89.3%. As a reaction SMILES: [CH3:1][N:2]1[CH:6]=[CH:5][CH:4]=[CH:3]1.[O:7]=[CH:8][C:9]([Cl:12])([Cl:11])[Cl:10].O>C1C=CC=CC=1>[CH3:1][N:2]1[CH:6]=[CH:5][CH:4]=[C:3]1[CH:8]([OH:7])[C:9]([Cl:12])([Cl:11])[Cl:10]. Procedure: To a solution of N-methylpyrrole (810 mg, 10 mmol) dissolved in benzene (10ml) was added dropwise a solution of chloral (1.47 g, 10 mmol) dissolved in benzene (5 ml) under ice-cooling for 40 minutes. After the mixture was stirred for 1 hour at room temperature, water was added thereto and the mixture was extracted with ether. The extract was dried over sodium sulfate and concentrated to afford 1-methyl-2-(2',2',2'-trichloro-1'-hydroxyethyl)pyrrole (2.04 g) as an oil. Starting materials: OC(c1cc(F)c(OCc2ccccc2)cc1F)c1c[nH]c2ncccc12, CC[SiH](CC)CC, CC#N, O=C(O)C(F)(F)F. Yields the product Fc1cc(OCc2ccccc2)c(F)cc1Cc1c[nH]c2ncccc12. Reaction SMILES: [CH2:1]([c:2]1[cH:3][cH:4][cH:5][cH:6][cH:7]1)[O:8][c:9]1[cH:10][c:11]([F:27])[c:12]([CH:16]([OH:17])[c:18]2[cH:19][nH:20][c:21]3[n:22][cH:23][cH:24][cH:25][c:26]23)[cH:13][c:14]1[F:15].[CH2:28]([SiH:29]([CH2:30][CH3:31])[CH2:32][CH3:33])[CH3:34].[CH3:42][C:43]#[N:44].[OH:35][C:36]([C:37]([F:38])([F:39])[F:40])=[O:41]>>[CH2:1]([c:2]1[cH:3][cH:4][cH:5][cH:6][cH:7]1)[O:8][c:9]1[cH:10][c:11]([F:27])[c:12]([CH2:16][c:18]2[cH:19][nH:20][c:21]3[n:22][cH:23][cH:24][cH:25][c:26]23)[cH:13][c:14]1[F:15]. The reactants are N (ammonia), COC(=O)C1=CC=CC=2N=NSC21 (benzo-1,2,3-thiadiazole-7-carboxylic acid methyl ester), 55. Solvent: O1CCCC1 (tetrahydrofuran). Yields the product S1N=NC2=C1C(=CC=C2)C(=O)N (benzo-1,2,3-thiadiazole-7-carboxylic acid amide). RXN SMILES: [NH3:1].C[O:3][C:4]([C:6]1[C:14]2[S:13][N:12]=[N:11][C:10]=2[CH:9]=[CH:8][CH:7]=1)=O>O1CCCC1>[S:13]1[C:14]2[C:6]([C:4]([NH2:1])=[O:3])=[CH:7][CH:8]=[CH:9][C:10]=2[N:11]=[N:12]1. Reported procedure: In an autoclave, under pressure and at room temperature, 17 g of ammonia ispassed into a solution of 19.4 g of benzo-1,2,3-thiadiazole-7-carboxylic acid methyl ester in 70 ml of tetrahydrofuran. The solution is then heatedand maintained at 80°-90° C. for approximately 20 hours, an internal pressure of 55·105Pa max. building up. Partial concentration by evaporation is then carried out and the resulting precipitate is filtered off, washed with cold tetrahydrofuran and dried. 14.9 g of beige crysta...